describe an organic reaction: reactants, conditions, products, and yield From a dataset of the Open Reaction Database (ORD), a public repository of structured organic reaction records. Reactants: N(=NC(=O)N1CCCCC1)C(=O)N1CCCCC1 (1.1′-(azodicarbonyl)-dipiperidine), C(CCC)P(CCCC)CCCC (tri-n-butyl-phosphine), C(C)(C)(C)OC(N[C@@H]1CC[C@@H](CC1)O)=O (cis-(4-hydroxy-cyclohexyl)-carbamic acid tert-butyl ester), N(=NC(=O)N1CCCCC1)C(=O)N1CCCCC1 (1.1′-(azodicarbonyl)-dipiperidine), C(CCC)P(CCCC)CCCC (tri-n-butyl-phosphine), FC(CO)(C1=CC=CC=C1)F (2,2-difluoro-2-phenyl-ethanol). Solvent: C1(=CC=CC=C1)C (toluene), C1=CC=CC=C1 (benzene). Conditions: temperature 60 celsius, time 24 hour. Yields the product C(C)(C)(C)OC(N[C@@H]1CC[C@H](CC1)OCC(C1=CC=CC=C1)(F)F)=O (trans [4-(2,2-Difluoro-2-phenyl-ethoxy)-cyclohexyl)-carbamic acid tert-butyl ester). As a reaction SMILES: [C:1]([O:5][C:6](=[O:15])[NH:7][C@H:8]1[CH2:13][CH2:12][C@@H:11]([OH:14])[CH2:10][CH2:9]1)([CH3:4])([CH3:3])[CH3:2].N(C(N1CCCCC1)=O)=NC(N1CCCCC1)=O.C(P(CCCC)CCCC)CCC.[F:47][C:48]([F:57])([C:51]1[CH:56]=[CH:55][CH:54]=[CH:53][CH:52]=1)[CH2:49]O>C1(C)C=CC=CC=1.C1C=CC=CC=1>[C:1]([O:5][C:6](=[O:15])[NH:7][C@H:8]1[CH2:9][CH2:10][C@H:11]([O:14][CH2:49][C:48]([F:57])([F:47])[C:51]2[CH:56]=[CH:55][CH:54]=[CH:53][CH:52]=2)[CH2:12][CH2:13]1)([CH3:4])([CH3:2])[CH3:3]. Procedure: To a stirred mixture of 0.23 g of g of cis-(4-hydroxy-cyclohexyl)-carbamic acid tert-butyl ester, 0.54 g of 1.1′-(azodicarbonyl)-dipiperidine and 20 mL of benzene was added 0.4 g of tri-n-butyl-phosphine and 1.3 g (8 equivalents) of 2,2-difluoro-2-phenyl-ethanol. The mixture was heated to 60° C. overnight, then an additional 0.5 g of 1.1′-(azodicarbonyl)-dipiperidine and 0.4 g of tri-n-butyl-phosphine was added and heating continued for another 24 h. The mixture was cooled, diluted with 25 mL of... Starting materials: N1=CC(=CC=C1)CCC=C1C(N(C(S1)=O)CCCCSC1=CC=CC=2N1C=CN2)=O (5-[3-(3-pyridyl)propylidene]-3-[4-(imidazo[1,2-a]pyridin-5-ylthio)butyl]thiazolidine-2,4-dione), Cl.C(C)(=O)OCC (hydrochloric acid ethyl acetate). Solvent: CO (methanol). Product: Cl.Cl.N1=CC(=CC=C1)CCC=C1C(N(C(S1)=O)CCCCSC1=CC=CC=2N1C=CN2)=O (5-[3-(3-pyridyl)propylidene]-3-[4-(imidazo[1,2-a]pyridin-5-ylthio)butyl]thiazolidine-2,4-dione dihydrochloride). As a reaction SMILES: [N:1]1[CH:6]=[CH:5][CH:4]=[C:3]([CH2:7][CH2:8][CH:9]=[C:10]2[S:14][C:13](=[O:15])[N:12]([CH2:16][CH2:17][CH2:18][CH2:19][S:20][C:21]3[N:26]4[CH:27]=[CH:28][N:29]=[C:25]4[CH:24]=[CH:23][CH:22]=3)[C:11]2=[O:30])[CH:2]=1.[ClH:31].C(OCC)(=O)C>CO>[ClH:31].[ClH:31].[N:1]1[CH:6]=[CH:5][CH:4]=[C:3]([CH2:7][CH2:8][CH:9]=[C:10]2[S:14][C:13](=[O:15])[N:12]([CH2:16][CH2:17][CH2:18][CH2:19][S:20][C:21]3[N:26]4[CH:27]=[CH:28][N:29]=[C:25]4[CH:24]=[CH:23][CH:22]=3)[C:11]2=[O:30])[CH:2]=1 |f:1.2,4.5.6|. Procedure details: To a methanol solution of 1.56 g (3.6 mmol) of 5-[3-(3-pyridyl)propylidene]-3-[4-(imidazo[1,2-a]pyridin-5-ylthio)butyl]thiazolidine-2,4-dione, 1.5 ml of 4N hydrochloric acid-ethyl acetate was added, followed by stirring. After the solvent was distilled off, the residue was dissolved in methanol and recrystallized from ether to yield 1.38 g (75.0%, white crystal) of the desired product. Starting materials: Cc1ccccc1, CN(C)C=O, Oc1ccccc1, O=C(O)c1ccc(O)cc1O, O=S(Cl)Cl. Product: O=C(Oc1ccccc1)c1ccc(O)cc1O. Reaction SMILES: [CH3:19][c:20]1[cH:21][cH:22][cH:23][cH:24][cH:25]1.[CH3:30][N:31]([CH3:32])[CH:33]=[O:34].[OH:12][c:13]1[cH:14][cH:15][cH:16][cH:17][cH:18]1.[OH:1][c:2]1[c:3]([C:4](=[O:5])[OH:6])[cH:7][cH:8][c:9]([OH:11])[cH:10]1.[S:26]([Cl:27])([Cl:28])=[O:29]>>[OH:1][c:2]1[c:3]([C:4](=[O:5])[O:6][c:13]2[cH:14][cH:15][cH:16][cH:17][cH:18]2)[cH:7][cH:8][c:9]([OH:11])[cH:10]1. Reactants: OO (Hydrogen peroxide), CC=1N=C(SC1C1=CC=C(C=C1)SC)NC1=NC=CN=C1 ([4-Methyl-5-(4-methylsulfanyl-phenyl)-thiazol-2-yl]-pyrazin-2-yl-amine), [OH-].[Na+] (sodium hydroxide). The solvent is O (water), C(C)(=O)O (acetic acid). Yields the product CS(=O)C1=CC=C(C=C1)C1=C(N=C(S1)NC1=NC=CN=C1)C ([5-(4-Methanesulfinyl-phenyl)-4-methyl-thiazol-2-yl]-pyrazin-2-yl-amine). The yield is 32.4%. RXN SMILES: [OH:1]O.[CH3:3][C:4]1[N:5]=[C:6]([NH:17][C:18]2[CH:23]=[N:22][CH:21]=[CH:20][N:19]=2)[S:7][C:8]=1[C:9]1[CH:14]=[CH:13][C:12]([S:15][CH3:16])=[CH:11][CH:10]=1.[OH-].[Na+]>C(O)(=O)C.O>[CH3:16][S:15]([C:12]1[CH:13]=[CH:14][C:9]([C:8]2[S:7][C:6]([NH:17][C:18]3[CH:23]=[N:22][CH:21]=[CH:20][N:19]=3)=[N:5][C:4]=2[CH3:3])=[CH:10][CH:11]=1)=[O:1] |f:2.3|. Procedure: Hydrogen peroxide solution (27% in water) (35 ml, 0.28 mmol) is added to a stirred suspension of [4-methyl-5-(4-methylsulfanyl-phenyl)-thiazol-2-yl]-pyrazin-2-yl-amine (27c) (0.090 g, 0.28 mmol) in acetic acid (5 ml). After 30 minutes the reaction is diluted with water and brought to pH 10 by addition of aqueous sodium hydroxide. The product is extracted with ethyl acetate (3×50 ml), the combined organic extracts are washed with brine (50 ml), dried (MgSO4) and the solvent removed to give the ti... The reactants are CCOC(=O)Cc1cccc(OCc2c(C)cccc2C)c1, CCO, Cl, [Na+], [OH-]. The product is Cc1cccc(C)c1COc1cccc(CC(=O)O)c1. RXN SMILES: [CH3:1][c:2]1[c:3]([CH2:4][O:5][c:6]2[cH:7][c:8]([CH2:12][C:13](=[O:14])[O:15][CH2:16][CH3:17])[cH:9][cH:10][cH:11]2)[c:18]([CH3:22])[cH:19][cH:20][cH:21]1.[CH3:26][CH2:27][OH:28].[ClH:25].[Na+:24].[OH-:23]>>[CH3:1][c:2]1[c:3]([CH2:4][O:5][c:6]2[cH:7][c:8]([CH2:12][C:13](=[O:14])[OH:15])[cH:9][cH:10][cH:11]2)[c:18]([CH3:22])[cH:19][cH:20][cH:21]1. Starting materials: C(C)OC(COC1=C(C=C(C=C1)NC)CCCOC)=O ([2-(3-methoxy-propyl)-4-methylamino-phenoxy]-acetic acid ethyl ester), ClC(CCC)C=1C(=NC(=CC1)C1=CC(=CC=C1)C(F)(F)F)C ([rac]-3-(1-chloro-butyl)-2-methyl-6-(3-trifluoromethyl-phenyl)-pyridine), C(=O)([O-])[O-].[K+].[K+] (K2CO3), [Na+].[I-] (NaI). Solvent: CS(=O)C (DMSO). Reaction conditions: time 5 hour. Product: C(C)OC(COC1=C(C=C(C=C1)N(C(CCC)C=1C(=NC(=CC1)C1=CC(=CC=C1)C(F)(F)F)C)C)CCCOC)=O (2-(3-Methoxy-propyl)-4-(methyl-{1-[2-methyl-6-(3-trifluoromethyl-phenyl)-pyridin-3-yl]-butyl}-amino)-phenoxy-acetic acid ethyl ester). RXN SMILES: [CH2:1]([O:3][C:4](=[O:20])[CH2:5][O:6][C:7]1[CH:12]=[CH:11][C:10]([NH:13][CH3:14])=[CH:9][C:8]=1[CH2:15][CH2:16][CH2:17][O:18][CH3:19])[CH3:2].Cl[CH:22]([C:26]1[C:27]([CH3:42])=[N:28][C:29]([C:32]2[CH:37]=[CH:36][CH:35]=[C:34]([C:38]([F:41])([F:40])[F:39])[CH:33]=2)=[CH:30][CH:31]=1)[CH2:23][CH2:24][CH3:25].C([O-])([O-])=O.[K+].[K+].[Na+].[I-]>CS(C)=O>[CH2:1]([O:3][C:4](=[O:20])[CH2:5][O:6][C:7]1[CH:12]=[CH:11][C:10]([N:13]([CH3:14])[CH:22]([C:26]2[C:27]([CH3:42])=[N:28][C:29]([C:32]3[CH:37]=[CH:36][CH:35]=[C:34]([C:38]([F:41])([F:40])[F:39])[CH:33]=3)=[CH:30][CH:31]=2)[CH2:23][CH2:24][CH3:25])=[CH:9][C:8]=1[CH2:15][CH2:16][CH2:17][O:18][CH3:19])[CH3:2] |f:2.3.4,5.6|. Procedure: To 0.0944 g (0.336 mmol) of the above prepared (example 1H]) [2-(3-methoxy-propyl)-4-methylamino-phenoxy]-acetic acid ethyl ester and 0.100 g (0.305 mmol) of the above prepared [rac]-3-(1-chloro-butyl)-2-methyl-6-(3-trifluoromethyl-phenyl)-pyridine, dissolved in 1.9 ml of abs. DMSO, were added successively 0.0505 g of K2CO3 (0.366 mmol) and 0.0503 g (0.336 mmol) of NaI. The reaction was allowed to proceed for 5 h at 50° C. Pouring onto crashed ice/NH4Cl, twofold extraction with AcOEt, washing wi... The reactants are CO (methanol), TEA, COC(=O)N1N=CC2=C(C=CC=C12)NC(=O)ON1C(CCC1=O)=O (4-(2,5-Dioxopyrrolidin-1-yl-oxycarbonylamino)-indazole-1-carboxylic acid methyl ester), NC1CCC2=CC(=CC=C12)C(C#N)(C)C (2-(1-aminoindan-5-yl)-2-methylpropionitrile), CCN(C(C)C)C(C)C (DIPEA). Run in O (water), O (water), CN(C)C=O (DMF), O (water). The product is C(#N)C(C)(C)C=1C=C2CCC(C2=CC1)NC(=O)NC1=C2C=NNC2=CC=C1 (1-[5-(cyano-isopropyl)-indan-1-yl]-3-(1H-indazol-4-yl)-urea). The yield is 92.7%. RXN SMILES: COC([N:5]1[C:13]2[C:8](=[C:9]([NH:14][C:15]([O:17]N3C(=O)CCC3=O)=O)[CH:10]=[CH:11][CH:12]=2)[CH:7]=[N:6]1)=O.[NH2:25][CH:26]1[C:34]2[C:29](=[CH:30][C:31]([C:35]([CH3:39])([CH3:38])[C:36]#[N:37])=[CH:32][CH:33]=2)[CH2:28][CH2:27]1.CCN(C(C)C)C(C)C.CO>CN(C=O)C.O>[C:36]([C:35]([C:31]1[CH:30]=[C:29]2[C:34](=[CH:33][CH:32]=1)[CH:26]([NH:25][C:15]([NH:14][C:9]1[CH:10]=[CH:11][CH:12]=[C:13]3[C:8]=1[CH:7]=[N:6][NH:5]3)=[O:17])[CH2:27][CH2:28]2)([CH3:39])[CH3:38])#[N:37]. Procedure: 4-(2,5-Dioxopyrrolidin-1-yl-oxycarbonylamino)-indazole-1-carboxylic acid methyl ester (3.31 g, 9.96 mmol) was added to a solution of 2-(1-aminoindan-5-yl)-2-methylpropionitrile (2.09 g, 10.5 mmol) and DIPEA (1.8 mL, 10.3 mmol) in DMF (40 mL) under nitrogen atmosphere at ambient temperature. After 1 hour the reaction solution was diluted with water (200 mL), the resulting white precipitate was filtered off, washed with water and air-dried. The wet cake was added to a solution of methanol (100 mL)... The reactants are C1CCOC1, CNC(=O)n1c(C)cc2cc(Oc3ccnc4cc(C(=O)OC)sc34)ccc21, CO, [Li+], [OH-], O, O. Yields the product CNC(=O)n1c(C)cc2cc(Oc3ccnc4cc(C(=O)O)sc34)ccc21. As a reaction SMILES: [CH2:1]1[O:2][CH2:3][CH2:4][CH2:5]1.[CH3:11][O:12][C:13](=[O:14])[c:15]1[cH:16][c:17]2[n:18][cH:19][cH:20][c:21]([O:24][c:25]3[cH:26][c:27]4[cH:28][c:29]([CH3:38])[n:30]([C:34]([NH:35][CH3:36])=[O:37])[c:31]4[cH:32][cH:33]3)[c:22]2[s:23]1.[CH3:6][OH:7].[Li+:9].[OH-:8].[OH2:10].[OH2:39]>>[O:12]=[C:13]([OH:14])[c:15]1[cH:16][c:17]2[n:18][cH:19][cH:20][c:21]([O:24][c:25]3[cH:26][c:27]4[cH:28][c:29]([CH3:38])[n:30]([C:34]([NH:35][CH3:36])=[O:37])[c:31]4[cH:32][cH:33]3)[c:22]2[s:23]1. Reactants: aqueous solution, C(CC(O)(C(=O)O)CC(=O)O)(=O)O (citric acid), [H-].[Na+] (sodium hydride), [H-].[Na+] (sodium hydride), ICCCCCC (1-iodohexane), C(C)(=O)N(CC(=O)OCC)C1=C(C=C(C=C1)C=1OC2=C(C(C1)=O)C(=C(C=C2F)F)N)F (2-[4-(N-acetyl-N-ethoxycarbonylmethylamino)-3-fluorophenyl]-5-amino-6,8-difluoro-4H-1-benzopyran-4-one). The solvent is CN(C=O)C (dimethylformamide). Conditions: time 1.7 hour. Yields the product C(C)(=O)N(CC(=O)OCC)C1=C(C=C(C=C1)C=1OC2=C(C(C1)=O)C(=C(C=C2F)F)NCCCCCC)F (2-[4-(N-acetyl-N-ethoxycarbonylmethylamino)-3-fluorophenyl]-6,8-difluoro-5-hexylamino-4H-1-benzopyran-4-one). Yield: 28.0%. As a reaction SMILES: [C:1]([N:4]([C:11]1[CH:16]=[CH:15][C:14]([C:17]2[O:18][C:19]3[C:27]([F:28])=[CH:26][C:25]([F:29])=[C:24]([NH2:30])[C:20]=3[C:21](=[O:23])[CH:22]=2)=[CH:13][C:12]=1[F:31])[CH2:5][C:6]([O:8][CH2:9][CH3:10])=[O:7])(=[O:3])[CH3:2].[H-].[Na+].I[CH2:35][CH2:36][CH2:37][CH2:38][CH2:39][CH3:40].C(O)(=O)CC(CC(O)=O)(C(O)=O)O>CN(C)C=O>[C:1]([N:4]([C:11]1[CH:16]=[CH:15][C:14]([C:17]2[O:18][C:19]3[C:27]([F:28])=[CH:26][C:25]([F:29])=[C:24]([NH:30][CH2:35][CH2:36][CH2:37][CH2:38][CH2:39][CH3:40])[C:20]=3[C:21](=[O:23])[CH:22]=2)=[CH:13][C:12]=1[F:31])[CH2:5][C:6]([O:8][CH2:9][CH3:10])=[O:7])(=[O:3])[CH3:2] |f:1.2|. Reported procedure: 1.20 g (2.76 mmol) of 2-[4-(N-acetyl-N-ethoxycarbonylmethylamino)-3-fluorophenyl]-5-amino-6,8-difluoro-4H-1-benzopyran-4-one obtained in Example 44 was dissolved in 20 ml of dimethylformamide under argon atmosphere, 111 mg of sodium hydride (60% oil dispersion) and 0.82 ml of 1-iodohexane were added under ice-cooling and the mixture was stirred at room temperature for 1.7 hours. 33 mg of sodium hydride was added and the mixture was stirred for additional 40 minutes. A 10% aqueous solution of cit...